This data is from the Open Reaction Database (ORD), a public repository of structured organic reaction records. The task is: describe an organic reaction: reactants, conditions, products, and yield Reactants: C1OC23[C@]4(C)[C@@H](CC2(OCCO3)OC1)[C@@H]1C[C@@H](C3CCCC[C@]3(C)[C@H]1CC4)CO (17,17-bis(ethylendioxy)-6α-hydroxymethylandrostane), C=C1C[C@H]2[C@@H]3CCC([C@@]3(C)CC[C@@H]2[C@]2(CCC(CC12)=O)C)=O (6-methyleneandrostane-3,17-dione). The product is OC[C@H]1C[C@H]2[C@@H]3CCC([C@@]3(C)CC[C@@H]2[C@]2(CCC(CC12)=O)C)=O (6α-Hydroxymethylandrostane-3,17-dione). The yield is 85.0%. RXN SMILES: C1CO[C:8]23OCCO[C:3]2([C@:4]2([CH2:27][CH2:26][C@H:25]4[C@@H:15]([CH2:16][C@H:17]([CH2:28][OH:29])[CH:18]5[C@:23]4([CH3:24])[CH2:22][CH2:21][CH2:20][CH2:19]5)[C@@H:6]2[CH2:7]3)[CH3:5])[O:2]1.C=C1C2[C@](C)(CCC(=[O:49])C2)[C@@H]2[C@H]([C@H]3[C@@](CC2)(C)C(=O)CC3)C1>>[OH:29][CH2:28][C@@H:17]1[CH:18]2[C@:23]([CH3:24])([CH2:22][CH2:21][C:20](=[O:49])[CH2:19]2)[C@@H:25]2[C@H:15]([C@H:6]3[C@@:4]([CH2:27][CH2:26]2)([CH3:5])[C:3](=[O:2])[CH2:8][CH2:7]3)[CH2:16]1. Reported procedure: The title compound II-ad was prepared in 85% yield from 3,3:17,17-bis(ethylendioxy)-6α-hydroxymethylandrostane by the procedure described above for the preparation of 6-methyleneandrostane-3,17-dione (II-ac, Prepn. 13). The combined organic extracts were washed with H2O, dried and evaporated to dryness. 1H-NMR (300 MHz, acetone-d6, ppm from TMS): δ 3.50 (3H, m), 2.52-0.74 (21H, m), 1.11 (3H, s), 0.88 (3H, s). Starting materials: CCN1C(=O)Cc2cc3c(cc21)C=CCO3, CN(C)C=O, ClCCl, O=C=Nc1ccc(F)cc1, [H-], [Na+], O. The product is CCN1C(=O)C(C(=O)Nc2ccc(F)cc2)c2cc3c(cc21)C=CCO3. RXN SMILES: [CH2:8]([CH3:9])[N:10]1[C:11](=[O:23])[CH2:12][c:13]2[cH:14][c:15]3[c:16]([cH:17][c:18]21)[CH:19]=[CH:20][CH2:21][O:22]3.[CH3:3][N:4]([CH3:5])[CH:6]=[O:7].[Cl:35][CH2:36][Cl:37].[F:24][c:25]1[cH:26][cH:27][c:28]([N:31]=[C:32]=[O:33])[cH:29][cH:30]1.[H-:1].[Na+:2].[OH2:34]>>[CH2:8]([CH3:9])[N:10]1[C:11](=[O:23])[CH:12]([C:32]([NH:31][c:28]2[cH:27][cH:26][c:25]([F:24])[cH:30][cH:29]2)=[O:33])[c:13]2[cH:14][c:15]3[c:16]([cH:17][c:18]21)[CH:19]=[CH:20][CH2:21][O:22]3. Reactants: N1=CC(=CC=C1)CC#N (3-pyridylacetonitrile), [OH-].[Na+] (sodium hydroxide), S(O)(O)(=O)=O (sulphuric acid), N(=O)[O-].[Na+] (sodium nitrite), CON=O (Methylnitrite), N1=CC(=CC=C1)CC#N (3-pyridylacetonitrile). Run in CO (methanol), O (water), O (water), CO (methanol). Run at temperature 0 celsius, time 1 hour. Yields the product N(O)=C(C#N)C=1C=NC=CC1 (alpha-oximino-3-pyridylacetonitrile). As a reaction SMILES: [N:1]1[CH:6]=[CH:5][CH:4]=[C:3]([CH2:7][C:8]#[N:9])[CH:2]=1.[OH-].[Na+].C[O:13][N:14]=O.S(=O)(=O)(O)O.N([O-])=O.[Na+]>CO.O>[N:14](=[C:7]([C:3]1[CH:2]=[N:1][CH:6]=[CH:5][CH:4]=1)[C:8]#[N:9])[OH:13] |f:1.2,5.6|. Procedure details: 3-pyridylacetonitrile (47.2 g, 400 mmol) was dissolved in a solution of sodium hydroxide (16 g, 400 mmol) in methanol (100 ml). Methylnitrite, generated by dropping a solution of concentrated sulphuric acid (12.8 ml) and water (26 ml) to a solution of sodium nitrite (33.2 g, 480 mmol) in water (20 ml) and methanol (20 ml), was bobled through the 3-pyridylacetonitrile solution at 0° C. The reaction mixture was stirred at 0° C. for 1 h and the precipitate collected by filtration. The precipitate w... Starting materials: NC=1NC(C(=C(N1)N)CCCSC1=CC=C(C(=O)N[C@@H](CCC(=O)OCC)C(=O)OCC)C=C1)=O (Diethyl N-[4-[[3-(2,4-diamino-1,6-dihydro-6-oxo-5-pyrimidinyl)propyl]thio]benzoyl]-L-glutamate), Cl (HCl). Run in [OH-].[Na+] (NaOH). Yields the product NC=1NC(C(=C(N1)N)CCCSC1=CC=C(C(=O)N[C@@H](CCC(=O)O)C(=O)O)C=C1)=O (N-[4-[[3-(2,4-Diamino-1,6-dihydro-6-oxo-5-pyrimidinyl)propyl]thio]benzoyl]-L-glutamic acid). The yield is 41.6%. As a reaction SMILES: [NH2:1][C:2]1[NH:3][C:4](=[O:35])[C:5]([CH2:9][CH2:10][CH2:11][S:12][C:13]2[CH:34]=[CH:33][C:16]([C:17]([NH:19][C@H:20]([C:28]([O:30]CC)=[O:29])[CH2:21][CH2:22][C:23]([O:25]CC)=[O:24])=[O:18])=[CH:15][CH:14]=2)=[C:6]([NH2:8])[N:7]=1.Cl>[OH-].[Na+]>[NH2:1][C:2]1[NH:3][C:4](=[O:35])[C:5]([CH2:9][CH2:10][CH2:11][S:12][C:13]2[CH:14]=[CH:15][C:16]([C:17]([NH:19][C@H:20]([C:28]([OH:30])=[O:29])[CH2:21][CH2:22][C:23]([OH:25])=[O:24])=[O:18])=[CH:33][CH:34]=2)=[C:6]([NH2:8])[N:7]=1 |f:2.3|. Procedure: A sample of compound 1E (0.50 g, 0.99 mmole) was stirred at 50° C. in 0.1N NaOH (18 mL) for 2 hours. The pH was adjusted to 8.0 with 1.0 N HCl and the mixture evaporated to dryness in vacuo. The resulting solid was dissolved in a minimum of ethanol/water (35% ethanol v/v) and chromatographed in 5 injections on a Regis C18 2.1 cm×50 cm, 10 micron, preparative reverse phase column. The combined fractions were reduced in vacuo to 5 mL volume and acidified with concentrated HCl to pH 3.0. Filtration... Starting materials: C(C)(C)(C)OC(=O)N1CCC(=CC1)C1=CC2=C(N=CN=C2Cl)N1 (4-(4-chloro-7H-pyrrolo[2,3-d]pyrimidin-6-yl)-3,6-dihydro-2H-pyridine-1-carboxylic acid tert-butyl ester), NC=1C=NN(C1)CCC1=CC=CC=C1 (4-amino-1-phenethyl-1H-pyrazole). Run in C(CCC)O (1-butanol). Run at temperature 120 celsius. The product is C(C)(C)(C)OC(=O)N1CCC(=CC1)C1=CC2=C(N=CN=C2NC=2C=NN(C2)CCC2=CC=CC=C2)N1 (4-[4-(1-Phenethyl-1H-pyrazol-4-ylamino)-7H-pyrrolo[2,3-d]pyrimidin-6-yl]-3,6-dihydro-2H-pyridine-1-carboxylic acid tert-butyl ester). RXN SMILES: [C:1]([O:5][C:6]([N:8]1[CH2:13][CH:12]=[C:11]([C:14]2[NH:23][C:17]3[N:18]=[CH:19][N:20]=[C:21](Cl)[C:16]=3[CH:15]=2)[CH2:10][CH2:9]1)=[O:7])([CH3:4])([CH3:3])[CH3:2].[NH2:24][C:25]1[CH:26]=[N:27][N:28]([CH2:30][CH2:31][C:32]2[CH:37]=[CH:36][CH:35]=[CH:34][CH:33]=2)[CH:29]=1>C(O)CCC>[C:1]([O:5][C:6]([N:8]1[CH2:13][CH:12]=[C:11]([C:14]2[NH:23][C:17]3[N:18]=[CH:19][N:20]=[C:21]([NH:24][C:25]4[CH:26]=[N:27][N:28]([CH2:30][CH2:31][C:32]5[CH:37]=[CH:36][CH:35]=[CH:34][CH:33]=5)[CH:29]=4)[C:16]=3[CH:15]=2)[CH2:10][CH2:9]1)=[O:7])([CH3:4])([CH3:3])[CH3:2]. Procedure: A mixture of 4-(4-chloro-7H-pyrrolo[2,3-d]pyrimidin-6-yl)-3,6-dihydro-2H-pyridine-1-carboxylic acid tert-butyl ester (110 mg, 0.33 mmol) and 4-amino-1-phenethyl-1H-pyrazole (74 mg, 0.39 mmol) in 1-butanol (3 mL) was heated at 120° C. overnight, LC-MS showed the desired product and some de-Boc product (ca. 1:1 ratio). After the mixture was cooled to rt, it was diluted with methylene chloride (3 mL), then N,N-diisopropylethylamine (0.11 mL, 0.66 mmol) and di-tert-butyldicarbonate (72 mg, 0.33 mmol... RXN SMILES: [C:32]([Br:33])([Br:34])([Br:35])[Br:36].[CH3:1][O:2][c:3]1[cH:4][c:5]([C:12]2=[C:16]([c:17]3[cH:18][n:19]([CH2:26][CH2:27][CH2:28][OH:29])[c:20]4[cH:21][cH:22][cH:23][cH:24][c:25]34)[C:15](=[O:30])[NH:14][C:13]2=[O:31])[c:6]2[c:7]([cH:8][cH:9][o:10]2)[cH:11]1.[Cl:56][CH2:57][Cl:58].[c:37]1([P:38]([c:39]2[cH:40][cH:41][cH:42][cH:43][cH:44]2)[c:45]2[cH:46][cH:47][cH:48][cH:49][cH:50]2)[cH:51][cH:52][cH:53][cH:54][cH:55]1>>[CH3:1][O:2][c:3]1[cH:4][c:5]([C:12]2=[C:16]([c:17]3[cH:18][n:19]([CH2:26][CH2:27][CH2:28][Br:33])[c:20]4[cH:21][cH:22][cH:23][cH:24][c:25]34)[C:15](=[O:30])[NH:14][C:13]2=[O:31])[c:6]2[c:7]([cH:8][cH:9][o:10]2)[cH:11]1. Yields the product COc1cc(C2=C(c3cn(CCCBr)c4ccccc34)C(=O)NC2=O)c2occc2c1. Starting materials: BrC(Br)(Br)Br, COc1cc(C2=C(c3cn(CCCO)c4ccccc34)C(=O)NC2=O)c2occc2c1, ClCCl, c1ccc(P(c2ccccc2)c2ccccc2)cc1. Reactants: C(C)(C)[Si](OC(=C)C1=NC=CC=C1)(C(C)C)C(C)C (2-{1-[(triisopropylsilyl)oxy]vinyl}pyridine), crude material, C1CC(=O)N(C1=O)Cl (NCS), CCOCC (ether). Run in C1CCOC1 (THF). Product: ClC=C(O[Si](C(C)C)(C(C)C)C(C)C)C1=NC=CC=C1 (2-{2-chloro-1-[(triisopropylsilyl)oxy]ethenyl}pyridine). Reaction SMILES: [CH:1]([Si:4]([CH:17]([CH3:19])[CH3:18])([CH:14]([CH3:16])[CH3:15])[O:5][C:6]([C:8]1[CH:13]=[CH:12][CH:11]=[CH:10][N:9]=1)=[CH2:7])([CH3:3])[CH3:2].C1C(=O)N([Cl:27])C(=O)C1.CCOCC>C1COCC1>[Cl:27][CH:7]=[C:6]([C:8]1[CH:13]=[CH:12][CH:11]=[CH:10][N:9]=1)[O:5][Si:4]([CH:1]([CH3:2])[CH3:3])([CH:14]([CH3:16])[CH3:15])[CH:17]([CH3:19])[CH3:18]. Procedure: Crude 2-{1-[(triisopropylsilyl)oxy]vinyl}pyridine (131.5 g, assumed 0.413 mmol) is placed in a 2 L, 1N round bottom flask and dissolved in anhydrous THF (Aldrich Sure Seal, 0.6 L). The flask is equipped with a reflux condenser and the apparatus is placed under nitrogen. NCS (60.66 g, 0.454 mol, 1.1 eq.) is added and the mixture is heated to reflux and maintained at reflux for 2 hours. The reaction mixture is cooled to room temperature, poured into a 4 L separatory funnel containing ether (1.5 L)... The reactants are C[O-].[Na+] (sodium methoxide), ClC1=NC(=NC(=C1)Cl)NC(=O)NS(=O)(=O)C=1C=CC=C2C=CC=NC12 (N-[(4,6-dichloropyrimidin-2-yl)aminocarbonyl]-8-quinolinesulfonamide), CO (methanol). Yields the product COC1=NC(=NC(=C1)OC)NC(=O)NS(=O)(=O)C=1C=CC=C2C=CC=NC12 (N-[(4,6-dimethoxypyrimidin-2-yl)aminocarbonyl]-8-quinolinesulfonamide). Reaction SMILES: [CH3:1][O-:2].[Na+].Cl[C:5]1[CH:10]=[C:9](Cl)[N:8]=[C:7]([NH:12][C:13]([NH:15][S:16]([C:19]2[CH:20]=[CH:21][CH:22]=[C:23]3[C:28]=2[N:27]=[CH:26][CH:25]=[CH:24]3)(=[O:18])=[O:17])=[O:14])[N:6]=1.[CH3:29][OH:30]>>[CH3:1][O:2][C:5]1[CH:10]=[C:9]([O:30][CH3:29])[N:8]=[C:7]([NH:12][C:13]([NH:15][S:16]([C:19]2[CH:20]=[CH:21][CH:22]=[C:23]3[C:28]=2[N:27]=[CH:26][CH:25]=[CH:24]3)(=[O:18])=[O:17])=[O:14])[N:6]=1 |f:0.1|. Reported procedure: To 0.86 g sodium methoxide in 15 ml methanol is added 1.6 g of N-[(4,6-dichloropyrimidin-2-yl)aminocarbonyl]-8-quinolinesulfonamide portionwise. This mixture is then heated to reflux temperature for 2 hours. The resultant white suspension is cooled to room temperature and filtered. The filtered white solid is dissolved up in a minimum amount of water and carefully acidified with 10% aqueous hydrochloric acid. The resultant white solid is filtered to give 0.65 g, m.p. 175°-177° C.